From a dataset of the Open Reaction Database (ORD), a public repository of structured organic reaction records. describe an organic reaction: reactants, conditions, products, and yield The reactants are C(C)(C)(C)OC(=O)NC(CC1=CC(=CC=2C(C(OC21)Cl)Cl)F)C (N-tert-butoxycarbonyl 1-(2,3-dichloro-2,3-dihydro-5-fluorobenzofur-7-yl)-2-aminopropane), C1COCCOCCOCCOCCOCCO1 (18-crown-6), [Cl-].[NH4+] (ammonium chloride), O (water). Solvent: C(C)OCC (diethyl ether), CC(C)([O-])C.[K+] (potassium tert-butoxide), C(C)(C)(C)O (tert-butanol), C(C)(C)(C)O (tert-butanol). Run at temperature 35 celsius, time 1 hour. Yields the product C(C)(C)(C)OC(=O)NC(CC1=CC(=CC=2C(=COC21)Cl)F)C (N-tert-butoxycarbonyl 1-(3-chloro-5-fluorobenzofur-7-yl)-2-aminopropane). Yield: 56.2%. Reaction SMILES: [C:1]([O:5][C:6]([NH:8][CH:9]([CH3:23])[CH2:10][C:11]1[C:19]2[O:18][CH:17](Cl)[CH:16]([Cl:21])[C:15]=2[CH:14]=[C:13]([F:22])[CH:12]=1)=[O:7])([CH3:4])([CH3:3])[CH3:2].C1OCCOCCOCCOCCOCCOC1.O.[Cl-].[NH4+]>CC(C)([O-])C.[K+].C(O)(C)(C)C.C(OCC)C>[C:1]([O:5][C:6]([NH:8][CH:9]([CH3:23])[CH2:10][C:11]1[C:19]2[O:18][CH:17]=[C:16]([Cl:21])[C:15]=2[CH:14]=[C:13]([F:22])[CH:12]=1)=[O:7])([CH3:4])([CH3:2])[CH3:3] |f:3.4,5.6|. Procedure details: A mixture of 0.30 gm (0.82 mMol) N-tert-butoxycarbonyl 1-(2,3-dichloro-2,3-dihydro-5-fluorobenzofur-7-yl)-2-aminopropane and 0.135 gm 18-crown-6 in 6.5 mL 1M potassium tert-butoxide in tert-butanol was stirred at 35° C. for 1 hour. The reaction mixture was diluted with 4 mL tert-butanol was continued for an additional 2.5 hours. The reaction mixture was cooled to room temperature and diluted with 50 mL diethyl ether followed by 5 mL water and 20 mL saturated aqueous ammonium chloride. The phases...